From a dataset of the Open Reaction Database (ORD), a public repository of structured organic reaction records. describe an organic reaction: reactants, conditions, products, and yield The reactants are COC(=O)CC(C)=O, C1CCNCC1, CC(=O)O, O=Cc1cccc([N+](=O)[O-])c1, O, c1ccccc1. The product is COC(=O)C(=Cc1cccc([N+](=O)[O-])c1)C(C)=O. RXN SMILES: [C:12]([CH2:13][C:14](=[O:15])[CH3:16])(=[O:17])[O:18][CH3:19].[CH2:24]1[CH2:25][CH2:26][NH:27][CH2:28][CH2:29]1.[CH3:20][C:21](=[O:22])[OH:23].[N+:1](=[O:2])([O-:3])[c:4]1[cH:5][c:6]([CH:7]=[O:8])[cH:9][cH:10][cH:11]1.[OH2:30].[cH:31]1[cH:32][cH:33][cH:34][cH:35][cH:36]1>>[N+:1](=[O:2])([O-:3])[c:4]1[cH:5][c:6]([CH:7]=[C:13]([C:12](=[O:17])[O:18][CH3:19])[C:14](=[O:15])[CH3:16])[cH:9][cH:10][cH:11]1. Starting materials: CC(=O)OC(C)=O, CCCCCC(CCCN)OC1CCCCO1, O, c1ccncc1. Reaction SMILES: [CH3:18][C:19](=[O:20])[O:21][C:22](=[O:23])[CH3:24].[O:1]1[CH:2]([O:7][CH:8]([CH2:9][CH2:10][CH2:11][NH2:12])[CH2:13][CH2:14][CH2:15][CH2:16][CH3:17])[CH2:3][CH2:4][CH2:5][CH2:6]1.[OH2:25].[cH:26]1[cH:27][cH:28][n:29][cH:30][cH:31]1>>[O:1]1[CH:2]([O:7][CH:8]([CH2:9][CH2:10][CH2:11][NH:12][C:19]([CH3:18])=[O:20])[CH2:13][CH2:14][CH2:15][CH2:16][CH3:17])[CH2:3][CH2:4][CH2:5][CH2:6]1. Product: CCCCCC(CCCNC(C)=O)OC1CCCCO1. Reactants: C(C)N1C(CCC1)CN (1-ethyl-2-aminomethylpyrrolidine), C(Cl)(Cl)Cl (chloroform), CNS(=O)(=O)C=1C=C(C2=C(OCCO2)C1)C(=O)Cl (7-methylsulfamoyl-1,4-benzodioxane-5-carbonyl chloride). Run in C(Cl)(Cl)Cl.O (water chloroform). Product: C(C)N1C(CCC1)CNC(=O)C1=CC(=CC=2OCCOC21)S(NC)(=O)=O (N-(1-ethyl-2-pyrrolidylmethyl)-7-methylsulfamoyl-1,4-benzodioxane-5-carboxamide). The yield is 66.1%. Reaction SMILES: [CH2:1]([N:3]1[CH2:7][CH2:6][CH2:5][CH:4]1[CH2:8][NH2:9])[CH3:2].C(Cl)(Cl)Cl.[CH3:14][NH:15][S:16]([C:19]1[CH:20]=[C:21]([C:29](Cl)=[O:30])[C:22]2[O:27][CH2:26][CH2:25][O:24][C:23]=2[CH:28]=1)(=[O:18])=[O:17]>C(Cl)(Cl)Cl.O>[CH2:1]([N:3]1[CH2:7][CH2:6][CH2:5][CH:4]1[CH2:8][NH:9][C:29]([C:21]1[C:22]2[O:27][CH2:26][CH2:25][O:24][C:23]=2[CH:28]=[C:19]([S:16](=[O:18])(=[O:17])[NH:15][CH3:14])[CH:20]=1)=[O:30])[CH3:2] |f:3.4|. Procedure: 82 g of dextrorotatory 1-ethyl-2-aminomethylpyrrolidine, 600 ccm of chloroform and, gradually, at a temperature of from 5°-10° C., 200 g of 7-methylsulfamoyl-1,4-benzodioxane-5-carbonyl chloride were introduced into a balloon flask with an agitator and a thermometer. After the addition of a liter of water chloroform was distilled and then the remaining solution was filtered. The base was precipitated by the addition of 60 cm3 of 20% ammonia. The crystals formed were dried off, washed with water ... The reactants are O=C([O-])[O-], CCCCN=C=O, CCC(C)=O, CN1Cc2cccc(S(N)(=O)=O)c2S1(=O)=O, [K+], [K+]. The product is CCCCNC(=O)NS(=O)(=O)c1cccc2c1S(=O)(=O)N(C)C2. RXN SMILES: [C:24](=[O:25])([O-:26])[O-:27].[CH2:17]([CH2:18][CH2:19][CH3:20])[N:21]=[C:22]=[O:23].[CH2:30]([C:31]([CH3:32])=[O:33])[CH3:34].[CH3:1][N:2]1[S:3](=[O:15])(=[O:16])[c:4]2[c:5]([cH:7][cH:8][cH:9][c:10]2[S:11](=[O:12])(=[O:13])[NH2:14])[CH2:6]1.[K+:28].[K+:29]>>[CH3:1][N:2]1[S:3](=[O:15])(=[O:16])[c:4]2[c:5]([cH:7][cH:8][cH:9][c:10]2[S:11](=[O:12])(=[O:13])[NH:14][C:22]([NH:21][CH2:17][CH2:18][CH2:19][CH3:20])=[O:23])[CH2:6]1. Reactants: S(=O)(Cl)Cl (thionyl chloride), S(=O)(Cl)Cl (thionyl chloride), FC1=C(C(=O)O)C=C(C(=C1C(F)(F)F)F)F (2,4,5-trifluoro-3-trifluoromethylbenzoic acid). The reagents and catalysts are CN(C=O)C (N,N-dimethylformamide). The solvent is C1=CC=CC=C1 (benzene), C1=CC=CC=C1 (benzene). Product: FC1=C(C(=O)Cl)C=C(C(=C1C(F)(F)F)F)F (2,4,5-trifluoro-3-trifluoromethylbenzoic acid chloride). As a reaction SMILES: S(Cl)([Cl:3])=O.[F:5][C:6]1[C:14]([C:15]([F:18])([F:17])[F:16])=[C:13]([F:19])[C:12]([F:20])=[CH:11][C:7]=1[C:8](O)=[O:9]>CN(C)C=O.C1C=CC=CC=1>[F:5][C:6]1[C:14]([C:15]([F:18])([F:17])[F:16])=[C:13]([F:19])[C:12]([F:20])=[CH:11][C:7]=1[C:8]([Cl:3])=[O:9]. Reported procedure: 30 ml of benzene, 17 ml of thionyl chloride and several drops of N,N-dimethylformamide were added to 8.5 g (0.0348 mole) of 2,4,5-trifluoro-3-trifluoromethylbenzoic acid (VII), and the mixture was refluxed under heating for 3 hours. After the reaction, benzene and excess thionyl chloride were removed by evaporation under reduced pressure to obtain 2,4,5-trifluoro-3-trifluoromethylbenzoic acid chloride (VIII). Reactants: C1CC1C(=N)N.Cl (cyclopropylcarbamidine hydrochloride), C([O-])([O-])=O.[K+].[K+] (potassium carbonate), ClC(=CC=O)Cl (3,3-dichloroacrolein), ClC(=CC=O)Cl (3,3-Dichloroacrolein), FC(C=1C=C(C=CC1)O)(F)F (3-trifluoromethylphenol), C1CC1C(=N)N.Cl (cyclopropylcarbamidine hydrochloride). The solvent is C(OC)COC (dimethoxyethane), C(OC)COC (dimethoxyethane). The product is C1(CC1)C1=NC=CC(=N1)OC1=CC(=CC=C1)C(F)(F)F (2-cyclopropyl-4-(3-trifluoromethylphenoxy)pyrimidine). Yield: 74.9%. RXN SMILES: Cl[C:2](Cl)=[CH:3][CH:4]=[O:5].[CH2:7]1[CH:9]([C:10]([NH2:12])=[NH:11])[CH2:8]1.Cl.[F:14][C:15]([F:24])([F:23])[C:16]1[CH:17]=[C:18](O)[CH:19]=[CH:20][CH:21]=1.C(=O)([O-])[O-].[K+].[K+]>C(COC)OC>[CH:9]1([C:10]2[N:12]=[C:4]([O:5][C:20]3[CH:19]=[CH:18][CH:17]=[C:16]([C:15]([F:24])([F:23])[F:14])[CH:21]=3)[CH:3]=[CH:2][N:11]=2)[CH2:8][CH2:7]1 |f:1.2,4.5.6|. Reported procedure: 3,3-Dichloroacrolein (10 mmoles) diluted with dimethoxyethane (35 ml), is slowly added to a mixture consisting of a cyclopropylcarbamidine hydrochloride (10 mmoles), 3-trifluoromethylphenol (11 mmoles), potassium carbonate (40 mmoles) and dimethoxyethane (40 ml), which is stirred under reflux. When the addition of 3,3-dichloroacrolein is completed additional cyclopropylcarbamidine hydrochloride (1 mmoles) is added. The reaction mixture is stirred for 3 hours under reflux and subsequently cooled ... Starting materials: FC(C1=CC=C(C=O)C=C1)(F)F (p-trifluoromethylbenzaldehyde), FC(C(=O)OC(C(F)(F)F)=O)(F)F (trifluoroacetic anhydride), C(C)(C)NC(C)C (diisopropylamine), solution, C(CCC)[Li] (n-butyllithium), CC1(OC(=CC1=O)C)C (2,2,5-trimethyl-3(2H)-furanone). Run in O1CCCC1 (tetrahydrofuran), C(C)N(CC)CC (triethylamine), CN(P(=O)(N(C)C)N(C)C)C (Hexamethylphosphoramide), O1CCCC1 (tetrahydrofuran), CCCCCC (hexane), O1CCCC1 (tetrahydrofuran). Run at time 15 minute. Yields the product CC1(OC(=CC1=O)C=CC1=CC=C(C=C1)C(F)(F)F)C (2,2-Dimethyl-5-[2-[4-(trifluoromethyl)phenyl]ethenyl]-3(2H)-furanone). The yield is 49.4%. RXN SMILES: C(NC(C)C)(C)C.C([Li])CCC.[CH3:13][C:14]1([CH3:21])[C:18](=[O:19])[CH:17]=[C:16]([CH3:20])[O:15]1.[F:22][C:23]([F:33])([F:32])[C:24]1[CH:31]=[CH:30][C:27]([CH:28]=O)=[CH:26][CH:25]=1.FC(F)(F)C(OC(=O)C(F)(F)F)=O>O1CCCC1.CCCCCC.C(N(CC)CC)C.CN(C)P(N(C)C)(N(C)C)=O>[CH3:13][C:14]1([CH3:21])[C:18](=[O:19])[CH:17]=[C:16]([CH:20]=[CH:28][C:27]2[CH:26]=[CH:25][C:24]([C:23]([F:22])([F:32])[F:33])=[CH:31][CH:30]=2)[O:15]1. Procedure: To a solution of dry diisopropylamine (5.0 mL, 35.7 mM) in dry tetrahydrofuran (150 mL) at -78° C., was added dropwise a 2.3N solution of n-butyllithium in hexane (15.5 mL, 35.7 MM). After the reaction solution was stirred 15 minutes, a solution of 2,2,5-trimethyl-3(2H)-furanone (3.0 g, 23.8 mM) in tetrahydrofuran (25 mL) was added dropwise. Hexamethylphosphoramide (6.4 mL, 35.7 mM) was then added dropwise after 30 minutes. Finally, p-trifluoromethylbenzaldehyde (4.0 g, 28.5 mM) in tetrahydrofur... The reactants are [Na] (sodium), OC1=CC=C(C#N)C=C1 (p-hydroxybenzo-nitrile), BrC(F)(F)Br (dibromodifluoromethane). Solvent: CN(C=O)C (dimethylformamide). Product: BrC(OC1=CC=C(C#N)C=C1)(F)F (p-(bromodifluoromethoxy)-benzonitrile). Reaction SMILES: [Na].[OH:2][C:3]1[CH:10]=[CH:9][C:6]([C:7]#[N:8])=[CH:5][CH:4]=1.[Br:11][C:12](Br)([F:14])[F:13]>CN(C)C=O>[Br:11][C:12]([F:14])([F:13])[O:2][C:3]1[CH:10]=[CH:9][C:6]([C:7]#[N:8])=[CH:5][CH:4]=1 |^1:0|. Procedure details: According to this reference, 1 mole of sodium salt of p-hydroxybenzo-nitrile and 1.7 moles of dibromodifluoromethane are dissolved in dimethylformamide, stirred at the room temperature for a day and distilled to obtain desired p-(bromodifluoromethoxy)-benzonitrile. However, the yield is only about 31.8%. The reactants are ClC(Cl)Cl, O=C1CC2(CCN(C(=O)C(F)(F)F)CC2)c2ccccc21, [N-]=[N+]=[N-], [Na+], [Na+], O=C([O-])O, O, O=S(=O)(O)O. Yields the product O=C1CC2(CCN(C(=O)C(F)(F)F)CC2)c2ccccc2N1. As a reaction SMILES: [CH:37]([Cl:38])([Cl:39])[Cl:40].[F:10][C:11]([C:12](=[O:13])[N:14]1[CH2:15][CH2:16][C:17]2([CH2:18][C:19](=[O:26])[c:20]3[cH:21][cH:22][cH:23][cH:24][c:25]32)[CH2:27][CH2:28]1)([F:29])[F:30].[N-:7]=[N+:8]=[N-:9].[Na+:35].[Na+:6].[O-:31][C:32]([OH:33])=[O:34].[OH2:36].[S:1](=[O:2])(=[O:3])([OH:4])[OH:5]>>[NH:7]1[C:19](=[O:26])[CH2:18][C:17]2([CH2:16][CH2:15][N:14]([C:12]([C:11]([F:10])([F:29])[F:30])=[O:13])[CH2:28][CH2:27]2)[c:25]2[c:20]1[cH:21][cH:22][cH:23][cH:24]2.